Dataset: the Open Reaction Database (ORD), a public repository of structured organic reaction records. Task: describe an organic reaction: reactants, conditions, products, and yield The reactants are FC1=CC=C(CC2CCNCC2)C=C1 (4-(4-fluorobenzyl)piperidine), C(OCC)(OCCS)=O (ethyl 2-mercaptoethyl carbonate). Solvent: C1(=CC=CC=C1)C (toluene). Yields the product FC1=CC=C(CC2CCN(CC2)CCS)C=C1 (4-(4-fluorobenzyl)-1-piperidinethanethiol). Reaction SMILES: [F:1][C:2]1[CH:14]=[CH:13][C:5]([CH2:6][CH:7]2[CH2:12][CH2:11][NH:10][CH2:9][CH2:8]2)=[CH:4][CH:3]=1.C(=O)(O[CH2:20][CH2:21][SH:22])OCC>C1(C)C=CC=CC=1>[F:1][C:2]1[CH:3]=[CH:4][C:5]([CH2:6][CH:7]2[CH2:8][CH2:9][N:10]([CH2:20][CH2:21][SH:22])[CH2:11][CH2:12]2)=[CH:13][CH:14]=1. Procedure details: A mixture of 4-(4-fluorobenzyl)piperidine (5.9 g, 30.5 mmol) and ethyl 2-mercaptoethyl carbonate (4.8 g, 32 mmol) was heated to reflux in toluene (250 mL) for 18 hr under a nitrogen atmosphere. The toluene was removed in vacuo and the resulting oil was used without purification in the next step. Starting materials: O=C1CC(C(O1)C(=O)OCC1=CC=CC=C1)C(=O)OC(C)(C)C (2-benzyl 3-tert-butyl (2RS,3SR)-5-oxotetrahydrofuran-2,3-dicarboxylate). The reagents and catalysts are [C].[Pd] (palladium-carbon). Run in C(C)(=O)OCC (ethyl acetate). Conditions: time 3 hour. Yields the product C(C)(C)(C)OC(=O)C1C(OC(C1)=O)C(=O)O ((2RS,3SR)-3-tert-butoxycarbonyl-5-oxotetrahydrofuran-2-carboxylic Acid). Yield: 95.9%. Reaction SMILES: [O:1]=[C:2]1[O:6][CH:5]([C:7]([O:9]CC2C=CC=CC=2)=[O:8])[CH:4]([C:17]([O:19][C:20]([CH3:23])([CH3:22])[CH3:21])=[O:18])[CH2:3]1>C(OCC)(=O)C.[C].[Pd]>[C:20]([O:19][C:17]([CH:4]1[CH2:3][C:2](=[O:1])[O:6][CH:5]1[C:7]([OH:9])=[O:8])=[O:18])([CH3:23])([CH3:21])[CH3:22] |f:2.3|. Reported procedure: 2.70 g of 2-benzyl 3-tert-butyl (2RS,3SR)-5-oxotetrahydrofuran-2,3-dicarboxylate was dissolved in 30 ml of ethyl acetate, and 300 mg of a 10% palladium-carbon catalyst was added thereto, followed by catalytic reduction for 3 hours at room temperature under hydrogen atmospheric pressure. The catalyst was filtered off, and the filtrate was evaporated to dryness under reduced pressure to obtain 1.86 g of the above-identified compound as white solid. As a reaction SMILES: Cl[C:2]([CH2:4][CH2:5][CH2:6][CH2:7][CH2:8][CH2:9][C:10]1[C:11](=[O:15])[CH2:12][CH2:13][CH:14]=1)=[O:3].[O:16]1CCOC[CH2:17]1.Cl>[Cl-].[Na+].O>[OH:16][CH2:17][C:2](=[O:3])[CH2:4][CH2:5][CH2:6][CH2:7][CH2:8][CH2:9][C:10]1[C:11](=[O:15])[CH2:12][CH2:13][CH:14]=1 |f:3.4.5|. Reaction conditions: temperature 80 celsius. The reactants are ClC(=O)CCCCCCC=1C(CCC1)=O (2-[6-(chloroformyl)hexyl]cyclopent-2-en-1-one), Cl (hydrochloric acid), tris-trimethylsilyloxyethylene, O1CCOCC1 (dioxane). Reported procedure: A mixture of 6.3 g. of 2-[6-(chloroformyl)hexyl]-cyclopent-2-en-1-one (Example 75) and 16 g. of tris-trimethylsilyloxyethylene (Example 74) are stirred at 90° to 100° C. under argon for one hour. To this mixture is added 25 ml. of dioxane and 10 ml. of 0.6N hydrochloric acid. The mixture is heated at 80° C. for 30 minutes. The mixture is poured into brine and extracted with ether. The ether solution is washed with saturated sodium bicarbonate and dried over magnesium sulfate. The solvent is remo... Run in [Cl-].[Na+].O (brine). Yields the product OCC(CCCCCCC=1C(CCC1)=O)=O (2-(8-hydroxy-7-oxo-octyl)cyclopent-2-en-1-one). The reactants are BrC=1C=NN2C1N=C(C=C2C(F)F)C2=CC=C(C=C2)C(F)(F)F (3-bromo-7-difluoromethyl-5-(4-trifluoromethyl-phenyl)-pyrazolo[1,5-a]pyrimidine), C[Si](C)(C)C#C (trimethylsilylacetylene). Product: FC(C1=CC(=NC=2N1N=CC2C#C[Si](C)(C)C)C2=CC=C(C=C2)C(F)(F)F)F (7-difluoromethyl-5-(4-trifluoromethyl-phenyl)-3-trimethylsilanylethynyl-pyrazolo[1,5-a]pyrimidine). The yield is 88.5%. RXN SMILES: Br[C:2]1[CH:3]=[N:4][N:5]2[C:10]([CH:11]([F:13])[F:12])=[CH:9][C:8]([C:14]3[CH:19]=[CH:18][C:17]([C:20]([F:23])([F:22])[F:21])=[CH:16][CH:15]=3)=[N:7][C:6]=12.[CH3:24][Si:25]([C:28]#[CH:29])([CH3:27])[CH3:26]>>[F:12][CH:11]([F:13])[C:10]1[N:5]2[N:4]=[CH:3][C:2]([C:29]#[C:28][Si:25]([CH3:27])([CH3:26])[CH3:24])=[C:6]2[N:7]=[C:8]([C:14]2[CH:19]=[CH:18][C:17]([C:20]([F:23])([F:22])[F:21])=[CH:16][CH:15]=2)[CH:9]=1. Reported procedure: Prepared from 3-bromo-7-difluoromethyl-5-(4-trifluoromethyl-phenyl)-pyrazolo[1,5-a]pyrimidine (18.6 g, 45 mmol) and commercially available trimethylsilylacetylene (11.1 mL, 80 mmol) as described in example C.1, step 3a to give 7-difluoromethyl-5-(4-trifluoromethyl-phenyl)-3-trimethylsilanylethynyl-pyrazolo[1,5-a]pyrimidine (16.3 g, 99%) as an orange-solid. MS (ISP) 410.1[(M+H)+]. Starting materials: O=C(O)C12CC3CC(CC(C3)C1)C2, CCN(C(C)C)C(C)C, [Cl-], O=C(Cl)C(=O)Cl, ClCCl, NCCNCC1COc2ccccc2O1, CN(C)C=O. Yields the product O=C(NCCNCC1COc2ccccc2O1)C12CC3CC(CC(C3)C1)C2. Reaction SMILES: [C:1]12([C:11](=[O:12])[OH:13])[CH2:2][CH:3]3[CH2:4][CH:5]([CH2:6][CH:7]([CH2:8]1)[CH2:9]3)[CH2:10]2.[CH:35]([N:36]([CH:37]([CH3:38])[CH3:39])[CH2:40][CH3:41])([CH3:42])[CH3:43].[Cl-:44].[Cl:14][C:15]([C:16]([Cl:17])=[O:18])=[O:19].[Cl:45][CH2:46][Cl:47].[NH2:20][CH2:21][CH2:22][NH:23][CH2:24][CH:25]1[CH2:26][O:27][c:28]2[c:29]([cH:31][cH:32][cH:33][cH:34]2)[O:30]1.[O:48]=[CH:49][N:50]([CH3:51])[CH3:52]>>[C:1]12([C:11](=[O:13])[NH:20][CH2:21][CH2:22][NH:23][CH2:24][CH:25]3[CH2:26][O:27][c:28]4[c:29]([cH:31][cH:32][cH:33][cH:34]4)[O:30]3)[CH2:2][CH:3]3[CH2:4][CH:5]([CH2:6][CH:7]([CH2:8]1)[CH2:9]3)[CH2:10]2. Reactants: OC1=NC=CC=C1OC (2-hydroxy-3-methoxy-pyridine), CCCCCCC (heptane), BrCC(=O)OCC (ethyl bromoacetate), C([O-])([O-])=O.[K+].[K+] (potassium carbonate). The solvent is C(C)(=O)OCC (ethyl acetate). Product: C(C)OC(CN1C(C(=CC=C1)OC)=O)=O ((3-Methoxy-2-oxo-2H-pyridin-1-yl)-acetic acid ethyl ester). Yield: 92.0%. RXN SMILES: [OH:1][C:2]1[C:7]([O:8][CH3:9])=[CH:6][CH:5]=[CH:4][N:3]=1.Br[CH2:11][C:12]([O:14][CH2:15][CH3:16])=[O:13].C(=O)([O-])[O-].[K+].[K+].CCCCCCC>C(OCC)(=O)C>[CH2:15]([O:14][C:12](=[O:13])[CH2:11][N:3]1[CH:4]=[CH:5][CH:6]=[C:7]([O:8][CH3:9])[C:2]1=[O:1])[CH3:16] |f:2.3.4|. Reported procedure: As described for example 320a, 2-hydroxy-3-methoxy-pyridine was reacted with ethyl bromoacetate and potassium carbonate. Extractive workup followed by chromatography (SiO2, heptane:ethyl acetate=100:0 to 0: 100) afforded the title compound as a white solid (yield: 92%). MS: m/e=212.3[M+H]+. Starting materials: C=O (formaldehyde), ClC=1C(=C(C=CC1)NC1=NC=NC2=CC(=C(C=C12)O[C@H]1C[C@H](NCC1)C(=O)OC)OC)F (methyl (2S,4R)-4-({4-[(3-chloro-2-fluorophenyl)amino]-7-methoxyquinazolin-6-yl}oxy)piperidine-2-carboxylate), C(C)(=O)O[BH-](OC(C)=O)OC(C)=O.[Na+] (Sodium triacetoxyborohydride). The solvent is O (water), C(C)(=O)O.C(Cl)Cl (Acetic acid methylene chloride). Run at time 5 minute. The product is ClC=1C(=C(C=CC1)NC1=NC=NC2=CC(=C(C=C12)O[C@H]1C[C@H](N(CC1)C)C(=O)OC)OC)F (methyl (2S,4R)-4-({4-[(3-chloro-2-fluorophenyl)amino]-7-methoxyquinazolin-6-yl}oxy)-1-methylpiperidine-2-carboxylate). Yield: 69.8%. RXN SMILES: [Cl:1][C:2]1[C:3]([F:32])=[C:4]([NH:8][C:9]2[C:18]3[C:13](=[CH:14][C:15]([O:30][CH3:31])=[C:16]([O:19][C@@H:20]4[CH2:25][CH2:24][NH:23][C@H:22]([C:26]([O:28][CH3:29])=[O:27])[CH2:21]4)[CH:17]=3)[N:12]=[CH:11][N:10]=2)[CH:5]=[CH:6][CH:7]=1.C=O.[C:35](O[BH-](OC(=O)C)OC(=O)C)(=O)C.[Na+]>C(O)(=O)C.C(Cl)Cl.O>[Cl:1][C:2]1[C:3]([F:32])=[C:4]([NH:8][C:9]2[C:18]3[C:13](=[CH:14][C:15]([O:30][CH3:31])=[C:16]([O:19][C@@H:20]4[CH2:25][CH2:24][N:23]([CH3:35])[C@H:22]([C:26]([O:28][CH3:29])=[O:27])[CH2:21]4)[CH:17]=3)[N:12]=[CH:11][N:10]=2)[CH:5]=[CH:6][CH:7]=1 |f:2.3,4.5|. Procedure: Methyl (2S,4R)-4-({4-[(3-chloro-2-fluorophenyl)amino]-7-methoxyquinazolin-6-yl}oxy)piperidine-2-carboxylate (13) (0.35 g, 0.76 mmol) was dissolved in a solution of 15% Acetic acid/methylene chloride (6.1 ml). To this was then added powdered 4A° molecular sieves (0.63 g) and the resulting suspension stirred for 5 minutes. 37% formaldehyde in water (0.56 ml) was added drop-wise and the mixture stirred a further 2 minutes. Sodium triacetoxyborohydride (0.29 g) was added in one portion. The reaction... The reactants are O (water), Cl (HCl), ClC1=C(C(=CC=C1)Cl)CC(=O)C1C(N(CC1)C=C)=O (3-[2-(2,6-dichloro-phenyl)-acetyl]-1-vinyl-pyrrolidin-2-one). The solvent is C1CCOC1 (THF). The product is ClC1=C(CC=2CCCN2)C(=CC=C1)Cl (5-(2,6-dichloro-benzyl)-3,4-dihydro-2H-pyrrole). RXN SMILES: O.Cl.[Cl:3][C:4]1[CH:9]=[CH:8][CH:7]=[C:6]([Cl:10])[C:5]=1[CH2:11][C:12]([CH:14]1[CH2:18][CH2:17][N:16](C=C)C1=O)=O>C1COCC1>[Cl:3][C:4]1[CH:9]=[CH:8][CH:7]=[C:6]([Cl:10])[C:5]=1[CH2:11][C:12]1[CH2:14][CH2:18][CH2:17][N:16]=1. Procedure details: To a mixture of water (45 ml) and HCl conc. (45 ml) at reflux temperature was added dropwise during 15 minutes a solution of 3-[2-(2,6-dichloro-phenyl)-acetyl]-1-vinyl-pyrrolidin-2-one (2.98 g; 10 mmol), which was prepared as described in example P19, in THF (25 ml). The solution was concentrated to dryness on a rotary evaporator. The residue was dissolved in dichloromethane (20 ml), washed with water (2×30 ml) and dried over Na2SO4 and filtered through silicagel (5 g). After removal of the solv...